From a dataset of the Open Reaction Database (ORD), a public repository of structured organic reaction records. describe an organic reaction: reactants, conditions, products, and yield Starting materials: ClC=1C(=NC=CC1)N1N=C(C=C1C(=O)OC)CO (methyl 1-(3-chloropyridin-2-yl)-3-(hydroxymethyl)-1H-pyrazole-5-carboxylate). Reagents/catalysts: [O-2].[Mn+4].[O-2] (manganese(IV) oxide), [O-2].[Mn+4].[O-2] (manganese(IV) oxide). Run in ClCCl (dichloromethane). Run at temperature 40 celsius, time 4 hour. Product: ClC=1C(=NC=CC1)N1N=C(C=C1C(=O)OC)C=O (methyl 1-(3-chloropyridin-2-yl)-3-formyl-1H-pyrazole-5-carboxylate). As a reaction SMILES: [Cl:1][C:2]1[C:3]([N:8]2[C:12]([C:13]([O:15][CH3:16])=[O:14])=[CH:11][C:10]([CH2:17][OH:18])=[N:9]2)=[N:4][CH:5]=[CH:6][CH:7]=1>ClCCl.[O-2].[Mn+4].[O-2]>[Cl:1][C:2]1[C:3]([N:8]2[C:12]([C:13]([O:15][CH3:16])=[O:14])=[CH:11][C:10]([CH:17]=[O:18])=[N:9]2)=[N:4][CH:5]=[CH:6][CH:7]=1 |f:2.3.4|. Procedure details: A little at a time, 3.90 g (44.9 mmol) of manganese(IV) oxide were added to a solution of 3.00 g (11.2 mmol) of methyl 1-(3-chloropyridin-2-yl)-3-(hydroxymethyl)-1H-pyrazole-5-carboxylate in 162 mg of dichloromethane, and the mixture was stirred at 40° C. for 4 hours. After cooling to 20° C., a further 3.90 g (44.9 mmol) of manganese(IV) oxide were added, and the mixture was heated at 40° C. overnight. After cooling to 20° C., the mixture was filtered through Celite and the filtrate was freed fr... The reactants are ON1C(CCC1=O)=O (N-hydroxysuccinimide), C(CCC)(=O)OC(CC(=O)O)CCC (3-Butanoyloxyhexanoic acid), Cl (hydrochloric acid), NCC(=O)N[C@@H](CO)C(=O)O (N-glycyl-L-serine), C1(CCCCC1)N=C=NC1CCCCC1 (N,N'-Dicyclohexylcarbodiimide). Run in O1CCOCC1 (dioxane), O (water), C(C)N(CC)CC (triethylamine), CN(C=O)C (N,N-dimethylformamide). Product: C(CCC)(=O)OC(CC(=O)NCC(=O)N[C@@H](CO)C(=O)O)CCC (N-[N-(3-butanoyloxyhexanoyl)glycyl]-L-serine). Reaction SMILES: [C:1]([O:6][CH:7]([CH2:12][CH2:13][CH3:14])[CH2:8][C:9]([OH:11])=O)(=[O:5])[CH2:2][CH2:3][CH3:4].ON1C(=O)CCC1=O.C1(N=C=NC2CCCCC2)CCCCC1.[NH2:38][CH2:39][C:40]([NH:42][C@H:43]([C:46]([OH:48])=[O:47])[CH2:44][OH:45])=[O:41].Cl>O1CCOCC1.CN(C)C=O.O.C(N(CC)CC)C>[C:1]([O:6][CH:7]([CH2:12][CH2:13][CH3:14])[CH2:8][C:9]([NH:38][CH2:39][C:40]([NH:42][C@H:43]([C:46]([OH:48])=[O:47])[CH2:44][OH:45])=[O:41])=[O:11])(=[O:5])[CH2:2][CH2:3][CH3:4]. Reported procedure: 3-Butanoyloxyhexanoic acid (234 mg) prepared by the method described in Preparation 6-(2) and N-hydroxysuccinimide (133 mg) was dissolved in dioxane (3 ml). N,N'-Dicyclohexylcarbodiimide (239 mg) was added thereto under ice cooling. The mixture was reached to room temperature and stirred at ambient temperature over night. The crystallized N,N'-dicyclohexyl urea was filtered off and the filtrate was concentrated to give a residue which was dissolved in N,N-dimethylformamide (5 ml). To this soluti... The reactants are Cl (HCl), hydrochloride salt, 301, C(C)(C)N[C@H]1COC2=C(C1)C(=CC=C2)OC ((R)-3-(N-Isopropylamino)-5-methoxy-3,4-dihydro-2H-1-benzopyran), C(C)(=O)[O-].[Na+] (sodium acetate), BrBr (bromine), hydrochloride salt. Solvent: C(C)OCC (diethyl ether), C(C)(=O)O (acetic acid), C(C)(=O)O (acetic acid). Yields the product BrC1=CC=C(C=2C[C@H](COC21)NC(C)C)OC ((R)-8-Bromo-3-(N-isopropylamino)-5-methoxy-3,4-dihydro-2H -1-benzopyran). Isolated yield 62.0%. Reaction SMILES: [CH:1]([NH:4][C@@H:5]1[CH2:10][C:9]2[C:11]([O:15][CH3:16])=[CH:12][CH:13]=[CH:14][C:8]=2[O:7][CH2:6]1)([CH3:3])[CH3:2].C([O-])(=O)C.[Na+].[Br:22]Br.Cl>C(O)(=O)C.C(OCC)C>[Br:22][C:14]1[C:8]2[O:7][CH2:6][C@H:5]([NH:4][CH:1]([CH3:3])[CH3:2])[CH2:10][C:9]=2[C:11]([O:15][CH3:16])=[CH:12][CH:13]=1 |f:1.2|. Reported procedure: (R)-3-(N-Isopropylamino)-5-methoxy-3,4-dihydro-2H-1-benzopyran (4.02 g, 18.2 mmol) and anhydrous sodium acetate were dissolved in acetic acid (80 mL). To the stirred mixture was bromine (0.93 mL, 18.2 mmol) dissolved in acetic acid (40 mL) added dropwise under 1.5 h. The solvent was removed in vacuo, taken into a 2M NaOH solution and extracted twice with diethyl ether. The combined ether portions were treated with brine, dried (Na2SO4), filtered, and the solvent was removed in vacuo to give the ... Starting materials: C1(=CC=CC=C1)O (phenol), [H-].[Na+] (sodium hydride), ClC=1C2=C(N=CN1)C=CC(=N2)C2=CC=C(C=C2)F (4-chloro-6-(4-fluorophenyl)-pyrido[3,2-d]pyrimidine). Run in O1CCOCC1 (dioxane). Run at time 10 minute. Yields the product O(C1=CC=CC=C1)C=1C2=C(N=CN1)C=CC(=N2)C2=CC=C(C=C2)F (4-phenoxy-6-(4-fluorophenyl)-pyrido[3,2-d]pyrimidine). Yield: 94.5%. RXN SMILES: [C:1]1([OH:7])[CH:6]=[CH:5][CH:4]=[CH:3][CH:2]=1.[H-].[Na+].Cl[C:11]1[C:12]2[N:20]=[C:19]([C:21]3[CH:26]=[CH:25][C:24]([F:27])=[CH:23][CH:22]=3)[CH:18]=[CH:17][C:13]=2[N:14]=[CH:15][N:16]=1>O1CCOCC1>[O:7]([C:11]1[C:12]2[N:20]=[C:19]([C:21]3[CH:26]=[CH:25][C:24]([F:27])=[CH:23][CH:22]=3)[CH:18]=[CH:17][C:13]=2[N:14]=[CH:15][N:16]=1)[C:1]1[CH:6]=[CH:5][CH:4]=[CH:3][CH:2]=1 |f:1.2|. Procedure details: To a solution of phenol (94 mg, 1 mmol) in dioxane (5 ml) was added sodium hydride (40 mg of a 60% dispersion in mineral oil, 1.0 mmol). The mixture was stirred at room temperature for 10 minutes. Then, 4-chloro-6-(4-fluorophenyl)-pyrido[3,2-d]pyrimidine (52 mg, 0.2 mmol) was added to this solution. The resulting mixture was stirred at room temperature for another 30 minutes. After concentration under reduced pressure, the residue was purified by silica gel flash chromatography, the mobile phase...